Task: describe an organic reaction: reactants, conditions, products, and yield. Dataset: the Open Reaction Database (ORD), a public repository of structured organic reaction records The reactants are Cc1c(Br)c2c(c(C)c1NC(=O)CC(C)(C)C)C(c1ccc(C(C)C)cc1)CO2, CS(C)=O, N#C[Cu]C#N, N. The product is Cc1c(C#N)c2c(c(C)c1NC(=O)CC(C)(C)C)C(c1ccc(C(C)C)cc1)CO2. Reaction SMILES: [Br:1][c:2]1[c:3]([CH3:29])[c:4]([NH:21][C:22]([CH2:23][C:24]([CH3:25])([CH3:26])[CH3:27])=[O:28])[c:5]([CH3:20])[c:6]2[c:10]1[O:9][CH2:8][CH:7]2[c:11]1[cH:12][cH:13][c:14]([CH:17]([CH3:18])[CH3:19])[cH:15][cH:16]1.[CH3:36][S:37]([CH3:38])=[O:39].[Cu:30]([C:31]#[N:32])[C:33]#[N:34].[NH3:35]>>[c:2]1([C:31]#[N:32])[c:3]([CH3:29])[c:4]([NH:21][C:22]([CH2:23][C:24]([CH3:25])([CH3:26])[CH3:27])=[O:28])[c:5]([CH3:20])[c:6]2[c:10]1[O:9][CH2:8][CH:7]2[c:11]1[cH:12][cH:13][c:14]([CH:17]([CH3:18])[CH3:19])[cH:15][cH:16]1. The reactants are C1=CC=C(C=C1)C2=CC=CC=C2.C1=CC=C(C=C1)OC2=CC=CC=C2 (Dowtherm), COC1=CC=C(C=N1)NC=C(C(=O)OCC)C(C(C)C)=O (ethyl 2-(((6-methoxypyridin-3-yl)amino)methylene)-4-methyl-3-oxopentanoate). Run at time 37.5 minute. Product: OC1=C(C=NC2=CC=C(N=C12)OC)C(C(C)C)=O (1-(4-hydroxy-6-methoxy-1,5-naphthyridin-3-yl)-2-methylpropan-1-one). The yield is 141.6%. RXN SMILES: C1C=CC(C2C=CC=CC=2)=CC=1.C1C=CC(OC2C=CC=CC=2)=CC=1.[CH3:26][O:27][C:28]1[N:33]=[CH:32][C:31]([NH:34][CH:35]=[C:36]([C:42](=[O:46])[CH:43]([CH3:45])[CH3:44])[C:37]([O:39]CC)=O)=[CH:30][CH:29]=1>>[OH:39][C:37]1[C:32]2[C:31](=[CH:30][CH:29]=[C:28]([O:27][CH3:26])[N:33]=2)[N:34]=[CH:35][C:36]=1[C:42](=[O:46])[CH:43]([CH3:44])[CH3:45] |f:0.1|. Procedure: To a flask containing Dowtherm™ A (400 mL) at 250° C. was added ethyl 2-(((6-methoxypyridin-3-yl)amino)methylene)-4-methyl-3-oxopentanoate (11.5 g, 39.3 mmol) portion wise over 3 to 5 min and the reaction mixture was stirred for an additional 30 to 45 min. The reaction mixture was removed from the heat source, cooled to room temperature and diluted with hexanes to facilitate precipitation. The solids were filtered, washed with hexanes and dried under vacuum to afford the desired product (13.7 g,... The reactants are CC(=O)CC(=O)OC(C)(C)C, Cc1ccccc1, O=[N+]([O-])c1ccc(F)c(F)c1F, O=S(=O)(O)O. The product is CC(=O)C(C(=O)OC(C)(C)C)c1c([N+](=O)[O-])ccc(F)c1F. RXN SMILES: [C:1]([CH2:2][C:3](=[O:4])[CH3:5])(=[O:6])[O:7][C:8]([CH3:9])([CH3:10])[CH3:11].[CH3:29][c:30]1[cH:31][cH:32][cH:33][cH:34][cH:35]1.[F:12][c:13]1[c:14]([F:23])[c:15]([F:22])[c:16]([N+:19](=[O:20])[O-:21])[cH:17][cH:18]1.[S:24](=[O:25])(=[O:26])([OH:27])[OH:28]>>[C:1]([CH:2]([C:3](=[O:4])[CH3:5])[c:15]1[c:14]([F:23])[c:13]([F:12])[cH:18][cH:17][c:16]1[N+:19](=[O:20])[O-:21])(=[O:6])[O:7][C:8]([CH3:9])([CH3:10])[CH3:11]. The reactants are C1CCOC1, COCCOc1cc2ncnc(Oc3cccc(N)c3)c2cc1OC, CN(C)c1ccncc1, CC(CF)(CF)c1cc(NC(=O)Oc2ccccc2)no1. Product: COCCOc1cc2ncnc(Oc3cccc(NC(=O)Nc4cc(C(C)(CF)CF)on4)c3)c2cc1OC. RXN SMILES: [CH2:56]1[O:57][CH2:58][CH2:59][CH2:60]1.[CH3:22][O:23][c:24]1[cH:25][c:26]2[c:27]([O:39][c:40]3[cH:41][c:42]([NH2:43])[cH:44][cH:45][cH:46]3)[n:28][cH:29][n:30][c:31]2[cH:32][c:33]1[O:34][CH2:35][CH2:36][O:37][CH3:38].[CH3:47][N:48]([CH3:49])[c:50]1[cH:51][cH:52][n:53][cH:54][cH:55]1.[F:1][CH2:2][C:3]([CH2:4][F:5])([CH3:6])[c:7]1[cH:8][c:9]([NH:12][C:13]([O:14][c:15]2[cH:16][cH:17][cH:18][cH:19][cH:20]2)=[O:21])[n:10][o:11]1>>[F:1][CH2:2][C:3]([CH2:4][F:5])([CH3:6])[c:7]1[cH:8][c:9]([NH:12][C:13](=[O:21])[NH:43][c:42]2[cH:41][c:40]([O:39][c:27]3[c:26]4[cH:25][c:24]([O:23][CH3:22])[c:33]([O:34][CH2:35][CH2:36][O:37][CH3:38])[cH:32][c:31]4[n:30][cH:29][n:28]3)[cH:46][cH:45][cH:44]2)[n:10][o:11]1. The reactants are C1CCOC1, O=C=Nc1ccc(F)cc1, CC(C)C(=O)Nc1cccc(C2CCN(CCCN)CC2)c1, O. Yields the product CC(C)C(=O)Nc1cccc(C2CCN(CCCNC(=O)Nc3ccc(F)cc3)CC2)c1. As a reaction SMILES: [CH2:33]1[O:34][CH2:35][CH2:36][CH2:37]1.[F:23][c:24]1[cH:25][cH:26][c:27]([N:30]=[C:31]=[O:32])[cH:28][cH:29]1.[NH2:1][CH2:2][CH2:3][CH2:4][N:5]1[CH2:6][CH2:7][CH:8]([c:11]2[cH:12][c:13]([NH:17][C:18]([CH:19]([CH3:20])[CH3:21])=[O:22])[cH:14][cH:15][cH:16]2)[CH2:9][CH2:10]1.[OH2:38]>>[NH:1]([CH2:2][CH2:3][CH2:4][N:5]1[CH2:6][CH2:7][CH:8]([c:11]2[cH:12][c:13]([NH:17][C:18]([CH:19]([CH3:20])[CH3:21])=[O:22])[cH:14][cH:15][cH:16]2)[CH2:9][CH2:10]1)[C:31]([NH:30][c:27]1[cH:26][cH:25][c:24]([F:23])[cH:29][cH:28]1)=[O:32]. Reactants: [Li+].C[Si](C)(C)[N-][Si](C)(C)C (LHMDS), O1CCOCC1 (dioxane), NC1=NOC=C1 (3-aminoisoxazole), BrC1=CC(=C(C=C1Cl)N1C(C=C(C2=CC(=CC=C12)S(=O)(=O)Cl)C)=O)OC (1-(4-bromo-5-chloro-2-methoxyphenyl)-4-methyl-2-oxo-1,2-dihydroquinoline-6-sulfonyl chloride). The solvent is C1CCOC1 (THF), C1CCOC1 (THF). The product is BrC1=CC(=C(C=C1Cl)N1C(C=C(C2=CC(=CC=C12)S(=O)(=O)NC1=NOC=C1)C)=O)OC (1-(4-bromo-5-chloro-2-methoxyphenyl)-N-(isoxazol-3-yl)-4-methyl-2-oxo-1,2-dihydroquinoline-6-sulfonamide). Yield: 24.9%. As a reaction SMILES: [NH2:1][C:2]1[CH:6]=[CH:5][O:4][N:3]=1.[Br:7][C:8]1[C:13]([Cl:14])=[CH:12][C:11]([N:15]2[C:24]3[C:19](=[CH:20][C:21]([S:25](Cl)(=[O:27])=[O:26])=[CH:22][CH:23]=3)[C:18]([CH3:29])=[CH:17][C:16]2=[O:30])=[C:10]([O:31][CH3:32])[CH:9]=1.[Li+].C[Si]([N-][Si](C)(C)C)(C)C.O1CCOCC1>C1COCC1>[Br:7][C:8]1[C:13]([Cl:14])=[CH:12][C:11]([N:15]2[C:24]3[C:19](=[CH:20][C:21]([S:25]([NH:1][C:2]4[CH:6]=[CH:5][O:4][N:3]=4)(=[O:26])=[O:27])=[CH:22][CH:23]=3)[C:18]([CH3:29])=[CH:17][C:16]2=[O:30])=[C:10]([O:31][CH3:32])[CH:9]=1 |f:2.3|. Reported procedure: A solution of 3-aminoisoxazole (0.867 ml, 11.74 mmol) and 1-(4-bromo-5-chloro-2-methoxyphenyl)-4-methyl-2-oxo-1,2-dihydroquinoline-6-sulfonyl chloride (1.120 g, 2.347 mmol) in 10 mL THF, was cooled to 0° C. LHMDS 1N in THF (11.74 ml, 11.74 mmol) was added, and the cooling bath was removed. After stirring for an additional hour, the reaction mixture was treated with hcl 4N in dioxane (5.87 ml, 23.47 mmol) and was concentrated. Purification of the crude residue by reverse phase column chromatograp...